This data is from the Open Reaction Database (ORD), a public repository of structured organic reaction records. The task is: describe an organic reaction: reactants, conditions, products, and yield Reactants: CCCCc1nc(Cl)c(C=CC(=O)OCC)n1Cc1ccc([N+](=O)[O-])cc1, CC(=O)O, CCO, [Fe]. The product is CCCCc1nc(Cl)c(C=CC(=O)OCC)n1Cc1ccc(N)cc1. Reaction SMILES: [CH2:1]([CH3:2])[O:3][C:4]([CH:5]=[CH:6][c:7]1[c:8]([Cl:26])[n:9][c:10]([CH2:22][CH2:23][CH2:24][CH3:25])[n:11]1[CH2:12][c:13]1[cH:14][cH:15][c:16]([N+:19]([O-:20])=[O:21])[cH:17][cH:18]1)=[O:27].[CH3:28][C:29](=[O:30])[OH:31].[CH3:32][CH2:33][OH:34].[Fe:35]>>[CH2:1]([CH3:2])[O:3][C:4]([CH:5]=[CH:6][c:7]1[c:8]([Cl:26])[n:9][c:10]([CH2:22][CH2:23][CH2:24][CH3:25])[n:11]1[CH2:12][c:13]1[cH:14][cH:15][c:16]([NH2:19])[cH:17][cH:18]1)=[O:27]. The reactants are Cl, CN1CCN(c2cc(I)c(NC(=O)C(C)(C)C)cn2)CC1. Product: CN1CCN(c2cc(I)c(N)cn2)CC1. RXN SMILES: [ClH:22].[I:1][c:2]1[c:3]([NH:15][C:16](=[O:17])[C:18]([CH3:19])([CH3:20])[CH3:21])[cH:4][n:5][c:6]([N:8]2[CH2:9][CH2:10][N:11]([CH3:14])[CH2:12][CH2:13]2)[cH:7]1>>[I:1][c:2]1[c:3]([NH2:15])[cH:4][n:5][c:6]([N:8]2[CH2:9][CH2:10][N:11]([CH3:14])[CH2:12][CH2:13]2)[cH:7]1.